Dataset: the Open Reaction Database (ORD), a public repository of structured organic reaction records. Task: describe an organic reaction: reactants, conditions, products, and yield Reactants: CO, O=CC1CCCCC1, CCC(=O)NC1CC(n2cnc3c(NCC(c4ccccc4)c4ccccc4)nc(NN)nc32)C(O)C1O. The product is CCC(=O)NC1CC(n2cnc3c(NCC(c4ccccc4)c4ccccc4)nc(NN=CC4CCCCC4)nc32)C(O)C1O. RXN SMILES: [CH3:47][OH:48].[CH:39]1([CH:45]=[O:46])[CH2:40][CH2:41][CH2:42][CH2:43][CH2:44]1.[c:1]1([CH:7]([CH2:8][NH:9][c:10]2[c:11]3[n:12][cH:13][n:14]([CH:21]4[CH:22]([OH:32])[CH:23]([OH:31])[CH:24]([NH:26][C:27]([CH2:28][CH3:29])=[O:30])[CH2:25]4)[c:15]3[n:16][c:17]([NH:19][NH2:20])[n:18]2)[c:33]2[cH:34][cH:35][cH:36][cH:37][cH:38]2)[cH:2][cH:3][cH:4][cH:5][cH:6]1>>[c:1]1([CH:7]([CH2:8][NH:9][c:10]2[c:11]3[n:12][cH:13][n:14]([CH:21]4[CH:22]([OH:32])[CH:23]([OH:31])[CH:24]([NH:26][C:27]([CH2:28][CH3:29])=[O:30])[CH2:25]4)[c:15]3[n:16][c:17]([NH:19][N:20]=[CH:45][CH:39]3[CH2:40][CH2:41][CH2:42][CH2:43][CH2:44]3)[n:18]2)[c:33]2[cH:34][cH:35][cH:36][cH:37][cH:38]2)[cH:2][cH:3][cH:4][cH:5][cH:6]1. Reactants: C(C=C)OC1=C(C(=O)OC)C=CC(=C1)NC(C)=O (methyl 2-allyloxy-4-acetylaminobenzoate), C1(=CC=CC=C1)C (toluene). Product: C(C=C)C1=C(C(C(=O)OC)=CC=C1NC(C)=O)O (methyl 3-allyl-4-acetylaminosalicylate). As a reaction SMILES: C([O:4][C:5]1[CH:14]=[C:13]([NH:15][C:16](=[O:18])[CH3:17])[CH:12]=[CH:11][C:6]=1[C:7]([O:9][CH3:10])=[O:8])C=C.[C:19]1(C)[CH:24]=CC=C[CH:20]=1>>[CH2:24]([C:14]1[C:13]([NH:15][C:16](=[O:18])[CH3:17])=[CH:12][CH:11]=[C:6]([C:7]([O:9][CH3:10])=[O:8])[C:5]=1[OH:4])[CH:19]=[CH2:20]. Procedure details: A solution of 5 g (20.1 mmol) of the allyl ether from Example 19 in 20 ml of toluene is heated at 200° C. in a sealed tube for 24 hours. After cooling to room temperature a precipitate begins forming and the reaction mixture is cooled further to 0° C. The precipitate is filtered off and allowed to air dry, giving methyl 3-allyl-4-acetylaminosalicylate which can be used directly in the next step. The reactants are NC1=NC=CC(=N1)C1=CC(=C(C#N)C(=C1)F)NCCCC=1C(=NNC1C)C (4-(2-amino-4-pyrimidinyl)-2-{[3-(3,5-dimethyl-1H-pyrazol-4-yl)propyl]amino}-6-fluorobenzonitrile), O.NN (hydrazine monohydrate). Run in CCO (EtOH). Reaction conditions: temperature 90 celsius. The product is NC1=NC=CC(=N1)C=1C=C(C=2C(=NNC2C1)N)NCCCC=1C(=NNC1C)C (6-(2-Amino-4-pyrimidinyl)-N4-[3-(3,5-dimethyl-1H-pyrazol-4-yl)propyl]-1H-indazole-3,4-diamine). Yield: 32.0%. RXN SMILES: [NH2:1][C:2]1[N:7]=[C:6]([C:8]2[CH:15]=[C:14](F)[C:11]([C:12]#[N:13])=[C:10]([NH:17][CH2:18][CH2:19][CH2:20][C:21]3[C:22]([CH3:27])=[N:23][NH:24][C:25]=3[CH3:26])[CH:9]=2)[CH:5]=[CH:4][N:3]=1.O.[NH2:29][NH2:30]>CCO>[NH2:1][C:2]1[N:7]=[C:6]([C:8]2[CH:9]=[C:10]([NH:17][CH2:18][CH2:19][CH2:20][C:21]3[C:25]([CH3:26])=[N:24][NH:23][C:22]=3[CH3:27])[C:11]3[C:12]([NH2:13])=[N:29][NH:30][C:14]=3[CH:15]=2)[CH:5]=[CH:4][N:3]=1 |f:1.2|. Procedure: To a solution of 4-(2-amino-4-pyrimidinyl)-2-{[3-(3,5-dimethyl-1H-pyrazol-4-yl)propyl]amino}-6-fluorobenzonitrile (22 mg, 0.037 mmol) in EtOH (2 mL) was added hydrazine monohydrate (1 mL). The resulting solution was stirred at 90° C. until the starting material was consumed as judged by LCMS (˜12 hours). The reaction mixture was concentrated, and the resulting yellow solid was dissolved in EtOH and precipitated with hexanes. The filtrate was decanted to afford the title compound (5 mg, 32%) as a... Starting materials: BrCC1=CC(=NO1)NC(OC)=O (methyl 5-(bromomethyl)isoxazol-3-ylcarbamate), ClCC1=NC(=NN1C)C (5-(chloromethyl)-1,3-dimethyl-1H-1,2,4-triazole), C1(CCCC1)C1(CC(CC(O1)=O)=O)CCC1=CC(=C(C=C1)C(F)F)F (6-cyclopentyl-6-{2-[4-(difluoromethyl)-3-fluorophenyl]ethyl}-dihydro-2H-pyran-2,4(3H)-dione). The product is C1(CCCC1)C1(CC(=C(C(O1)=O)CC1=CC(=NO1)NC(OC)=O)O)CCC1=CC(=C(C=C1)C(F)F)F (Methyl 5-[(6-cyclopentyl-6-{2-[4-(difluoromethyl)-3-fluorophenyl]ethyl}-4-hydroxy-2-oxo-5,6-dihydro-2H-pyran-3-yl)methyl]isoxazol-3-ylcarbamate). Yield: 6.0%. Reaction SMILES: Br[CH2:2][C:3]1[O:7][N:6]=[C:5]([NH:8][C:9](=[O:12])[O:10][CH3:11])[CH:4]=1.ClCC1N(C)N=C(C)N=1.[CH:22]1([C:27]2([CH2:35][CH2:36][C:37]3[CH:42]=[CH:41][C:40]([CH:43]([F:45])[F:44])=[C:39]([F:46])[CH:38]=3)[O:32][C:31](=[O:33])[CH2:30][C:29](=[O:34])[CH2:28]2)[CH2:26][CH2:25][CH2:24][CH2:23]1>>[CH:22]1([C:27]2([CH2:35][CH2:36][C:37]3[CH:42]=[CH:41][C:40]([CH:43]([F:45])[F:44])=[C:39]([F:46])[CH:38]=3)[O:32][C:31](=[O:33])[C:30]([CH2:2][C:3]3[O:7][N:6]=[C:5]([NH:8][C:9](=[O:12])[O:10][CH3:11])[CH:4]=3)=[C:29]([OH:34])[CH2:28]2)[CH2:26][CH2:25][CH2:24][CH2:23]1. Procedure: The title compound was prepared as described in Example B(53), using methyl 5-(bromomethyl)isoxazol-3-ylcarbamate (prepared as described: Sircar, J. C.; Capiris, T. U.S. Pat. No. 4,489,077, Dec. 18, 1984) in place of 5-(chloromethyl)-1,3-dimethyl-1H-1,2,4-triazole, and using 6-cyclopentyl-6-{2-[4-(difluoromethyl)-3-fluorophenyl]ethyl}-dihydro-2H-pyran-2,4(3H)-dione(Example B(69), Step 3) in place of 6-[2-(3-chloro-4-methoxyphenyl)ethyl]-6-cyclopentyldihydro-2H-pyran-2,4(3H)-dione. Yield: 6%.